This data is from the Open Reaction Database (ORD), a public repository of structured organic reaction records. The task is: describe an organic reaction: reactants, conditions, products, and yield Reactants: CCOC(=O)C1(NS(=O)(=O)c2cccc3cccnc23)Cc2ccccc2C1, CCO, [K+], [OH-], O. Product: O=C(O)C1(NS(=O)(=O)c2cccc3cccnc23)Cc2ccccc2C1. As a reaction SMILES: [CH2:1]([CH3:2])[O:3][C:4](=[O:5])[C:6]1([NH:15][S:16](=[O:17])(=[O:18])[c:19]2[cH:20][cH:21][cH:22][c:23]3[cH:24][cH:25][cH:26][n:27][c:28]23)[CH2:7][c:8]2[cH:9][cH:10][cH:11][cH:12][c:13]2[CH2:14]1.[CH3:32][CH2:33][OH:34].[K+:30].[OH-:29].[OH2:31]>>[O:3]=[C:4]([OH:5])[C:6]1([NH:15][S:16](=[O:17])(=[O:18])[c:19]2[cH:20][cH:21][cH:22][c:23]3[cH:24][cH:25][cH:26][n:27][c:28]23)[CH2:7][c:8]2[cH:9][cH:10][cH:11][cH:12][c:13]2[CH2:14]1. Reactants: ClC=1C(=NC=C(N1)CC)CC (3-chloro-2,5-diethylpyrazine), C1(CC1)C1C(NC(C(N1)=O)C1CC1)=O (3,6-dicyclopropylpiperazine-2,5-dione). Yields the product ClC=1C(=NC=C(N1)C1CC1)C1CC1 (3-chloro-2,5-dicyclopropylpyrazine). As a reaction SMILES: [Cl:1]C1C(CC)=NC=C(CC)N=1.[CH:12]1([CH:15]2[NH:20][C:19](=O)[CH:18]([CH:22]3[CH2:24][CH2:23]3)[NH:17][C:16]2=O)[CH2:14][CH2:13]1>>[Cl:1][C:19]1[C:18]([CH:22]2[CH2:24][CH2:23]2)=[N:17][CH:16]=[C:15]([CH:12]2[CH2:14][CH2:13]2)[N:20]=1. Procedure: Following the procedure for the preparation of 3-chloro-2,5-diethylpyrazine but substituting 3,6-dicyclopropylpiperazine-2,5-dione and making non-critical variations provided the title compound as an oil: 1H NMR (CDCl3) δ 0.99-1.13, 1.94-2.03, 2.38-2.47; MS (ESI+) for C10H11N2 m/z 195 (M+H)+. Starting materials: OC=1C=C(C=O)C=CC1 (3-hydroxy-benzaldehyde), Br.Br.Br.C(C)C=1C(=CC(=C(C1)O)F)C1=CC=C2C(=NNC2=C1)C=1NC2=C(CNCC2)N1 (5-ethyl-2-fluoro-4-[3-(4,5,6,7-tetrahydro-1H-imidazo[4,5-c]pyridin-2-yl)-1H-indazol-6-yl]-phenol trihydrobromide salt). The product is C(C)C=1C(=CC(=C(C1)O)F)C1=CC=C2C(=NNC2=C1)C=1NC2=C(CN(CC2)CC2=CC(=CC=C2)O)N1 (5-Ethyl-2-fluoro-4-{3-[5-(3-hydroxy-benzyl)-4,5,6,7-tetrahydro-1H-imidazo[4,5-c]pyridin-2-yl]-1H-indazol-6-yl}-phenol). Isolated yield 62.0%. As a reaction SMILES: [OH:1][C:2]1[CH:3]=[C:4]([CH:7]=[CH:8][CH:9]=1)[CH:5]=O.Br.Br.Br.[CH2:13]([C:15]1[C:16]([C:23]2[CH:31]=[C:30]3[C:26]([C:27]([C:32]4[NH:33][C:34]5[CH2:39][CH2:38][NH:37][CH2:36][C:35]=5[N:40]=4)=[N:28][NH:29]3)=[CH:25][CH:24]=2)=[CH:17][C:18]([F:22])=[C:19]([OH:21])[CH:20]=1)[CH3:14]>>[CH2:13]([C:15]1[C:16]([C:23]2[CH:31]=[C:30]3[C:26]([C:27]([C:32]4[NH:33][C:34]5[CH2:39][CH2:38][N:37]([CH2:5][C:4]6[CH:7]=[CH:8][CH:9]=[C:2]([OH:1])[CH:3]=6)[CH2:36][C:35]=5[N:40]=4)=[N:28][NH:29]3)=[CH:25][CH:24]=2)=[CH:17][C:18]([F:22])=[C:19]([OH:21])[CH:20]=1)[CH3:14] |f:1.2.3.4|. Procedure details: The title compound was prepared from 3-hydroxy-benzaldehyde (24.2 mg, 198 μmol) and 5-ethyl-2-fluoro-4-[3-(4,5,6,7-tetrahydro-1H-imidazo[4,5-c]pyridin-2-yl)-1H-indazol-6-yl]-phenol trihydrobromide salt (Preparation 25, 50 mg, 132 μmol) using the method of Example 18. The crude material was purified by HPLC Method A to afford 39.6 mg of the title compound. The reactants are COC(=O)CCCCOCC1CC(F)CN1C(=O)OC(C)(C)C, ClCCl, O=C(O)C(F)(F)F. Product: COC(=O)CCCCOCC1CC(F)CN1. Reaction SMILES: [C:1]([O:2][C:3](=[O:4])[N:8]1[CH:9]([CH2:14][O:15][CH2:16][CH2:17][CH2:18][CH2:19][C:20](=[O:21])[O:22][CH3:23])[CH2:10][CH:11]([F:13])[CH2:12]1)([CH3:5])([CH3:6])[CH3:7].[CH2:31]([Cl:32])[Cl:33].[OH:24][C:25]([C:26]([F:27])([F:28])[F:29])=[O:30]>>[NH:8]1[CH:9]([CH2:14][O:15][CH2:16][CH2:17][CH2:18][CH2:19][C:20](=[O:21])[O:22][CH3:23])[CH2:10][CH:11]([F:13])[CH2:12]1. Starting materials: ClCCl, COCOCCC1Cn2cc([N+](=O)[O-])nc2O1, O=C(O)C(F)(F)F. Yields the product O=[N+]([O-])c1cn2c(n1)OC(CCO)C2. Reaction SMILES: [CH2:25]([Cl:26])[Cl:27].[CH3:8][O:9][CH2:10][O:11][CH2:12][CH2:13][CH:14]1[CH2:15][n:16]2[c:17]([n:19][c:20]([N+:22](=[O:23])[O-:24])[cH:21]2)[O:18]1.[OH:1][C:2]([C:3]([F:4])([F:5])[F:6])=[O:7]>>[OH:11][CH2:12][CH2:13][CH:14]1[CH2:15][n:16]2[c:17]([n:19][c:20]([N+:22](=[O:23])[O-:24])[cH:21]2)[O:18]1.